From a dataset of the Open Reaction Database (ORD), a public repository of structured organic reaction records. describe an organic reaction: reactants, conditions, products, and yield The reactants are [Cl-].[Al+3].[Cl-].[Cl-] (aluminum chloride), ice, Cl (HCl), ClCC(=O)Cl (chloroacetyl chloride), C1(O)=CC(O)=CC=C1 (resorcinol). The solvent is O (water), C(Cl)(Cl)Cl (chloroform), [N+](=O)([O-])C1=CC=CC=C1 (nitrobenzene). Reaction conditions: temperature 0 celsius, time 16 hour. The product is ClCC(=O)C1=C(C=C(O)C=C1)O (4-(2-chloroacetyl)resorcinol). The yield is 64.0%. As a reaction SMILES: [Cl-].[Al+3].[Cl-].[Cl-].[Cl:5][CH2:6][C:7](Cl)=[O:8].[C:10]1([CH:17]=[CH:16][CH:15]=[C:13]([OH:14])[CH:12]=1)[OH:11].Cl>[N+](C1C=CC=CC=1)([O-])=O.O.C(Cl)(Cl)Cl>[Cl:5][CH2:6][C:7]([C:15]1[CH:16]=[CH:17][C:10]([OH:11])=[CH:12][C:13]=1[OH:14])=[O:8] |f:0.1.2.3|. Reported procedure: A mixture of 4.91 g (51.84 mmol) of chloroacetic acid, 4 mL (54.84 mmol) of thionyl chloride and one drop of DMF was stirred at 90° C. for 3 hours. The resulting solution was cooled and evaporated to remove excess thionyl chloride, hydrogen chloride and sulfur dioxide to yield crude chloroacetyl chloride as a colorless oil, pure enough to use in the next step without further purification. To a stirred suspension of 8.01 g (60.07 mmol) of anhydrous aluminum chloride in 10 mL of nitrobenzene were ... The reactants are O=C([O-])[O-], CN(C)C=O, O=[N+]([O-])c1ccc(Cl)c(CBr)c1Cl, [K+], [K+], O, Cc1cn2cccc(O)c2n1. Yields the product Cc1cn2cccc(OCc3c(Cl)ccc([N+](=O)[O-])c3Cl)c2n1. RXN SMILES: [C:25](=[O:26])([O-:27])[O-:28].[CH3:31][N:32]([CH3:33])[CH:34]=[O:35].[Cl:12][c:13]1[c:14]([CH2:15][Br:16])[c:17]([Cl:24])[cH:18][cH:19][c:20]1[N+:21](=[O:22])[O-:23].[K+:29].[K+:30].[OH2:36].[OH:1][c:2]1[c:3]2[n:4]([cH:5][cH:6][cH:7]1)[cH:8][c:9]([CH3:11])[n:10]2>>[O:1]([c:2]1[c:3]2[n:4]([cH:5][cH:6][cH:7]1)[cH:8][c:9]([CH3:11])[n:10]2)[CH2:15][c:14]1[c:13]([Cl:12])[c:20]([N+:21](=[O:22])[O-:23])[cH:19][cH:18][c:17]1[Cl:24].